describe an organic reaction: reactants, conditions, products, and yield From a dataset of the Open Reaction Database (ORD), a public repository of structured organic reaction records. The reactants are S1C=C(C=C1)CBr (3-thienylmethyl bromide), CC=1C=C(C(=O)NCC2(CCCC2)N(C)C)C=C(C1O)C (3,5-dimethyl-4-hydroxy-N-[(1-dimethylaminocyclopentyl)methyl]benzamide), Example 10 ( b ). Product: CC=1C=C(C(=O)NCC2(CCCC2)N(C)C)C=C(C1OCC1=CSC=C1)C (3,5-Dimethyl-4-(3-thienyl)methoxy-N-[(1-dimethylaminocyclopentyl)methyl]benzamide). As a reaction SMILES: [S:1]1[CH:5]=[CH:4][C:3]([CH2:6]Br)=[CH:2]1.[CH3:8][C:9]1[CH:10]=[C:11]([CH:24]=[C:25]([CH3:28])[C:26]=1[OH:27])[C:12]([NH:14][CH2:15][C:16]1([N:21]([CH3:23])[CH3:22])[CH2:20][CH2:19][CH2:18][CH2:17]1)=[O:13]>>[CH3:28][C:25]1[CH:24]=[C:11]([CH:10]=[C:9]([CH3:8])[C:26]=1[O:27][CH2:6][C:3]1[CH:4]=[CH:5][S:1][CH:2]=1)[C:12]([NH:14][CH2:15][C:16]1([N:21]([CH3:23])[CH3:22])[CH2:20][CH2:19][CH2:18][CH2:17]1)=[O:13]. Procedure: Synthesised from 3-thienylmethyl bromide and 3,5-dimethyl-4-hydroxy-N-[(1-dimethylaminocyclopentyl)methyl]benzamide following the procedure as described in Example 10 (b). The crude product was purified by SPE chromatography. 1H NMR (CDCl3) δ: 1.41 (m, 2H), 1.65 (m, 4H), 1.83 (m, 2H), 2.27 (s, 6H), 2.31 (s, 6H), 3.44 (d, 2H, J˜2 Hz), 4.85 (s, 2H), 6.88 (s, 1H), 7.16 (m, 1H), 7.26 (m, 1H), 7.34 (m, 2H), 7.45 (s, 2H). LCMS m/z 387.0 (MH+; 98%).